From a dataset of the Open Reaction Database (ORD), a public repository of structured organic reaction records. describe an organic reaction: reactants, conditions, products, and yield Reactants: COc1ccc(CN(Cc2ccc(OC)cc2)c2nc(C)nc(-c3cc(C(C)(C)C(=O)OC(C)(C)C)cnc3F)n2)cc1, C[Si](C)(C)[N-][Si](C)(C)C, CCOC(C)=O, COc1ncc(N)cc1F, [Na+], C1CCOC1. The product is COc1ccc(CN(Cc2ccc(OC)cc2)c2nc(C)nc(-c3cc(C(C)(C)C(=O)OC(C)(C)C)cnc3Nc3cnc(OC)c(F)c3)n2)cc1. RXN SMILES: [CH3:1][O:2][c:3]1[cH:4][cH:5][c:6]([CH2:7][N:8]([c:9]2[n:10][c:11](-[c:16]3[cH:17][c:18]([C:23]([C:24](=[O:25])[O:26][C:27]([CH3:28])([CH3:29])[CH3:30])([CH3:31])[CH3:32])[cH:19][n:20][c:21]3[F:22])[n:12][c:13]([CH3:15])[n:14]2)[CH2:33][c:34]2[cH:35][cH:36][c:37]([O:40][CH3:41])[cH:38][cH:39]2)[cH:42][cH:43]1.[CH3:54][Si:55]([N-:56][Si:57]([CH3:58])([CH3:59])[CH3:60])([CH3:61])[CH3:62].[CH3:69][CH2:70][O:71][C:72]([CH3:73])=[O:74].[F:44][c:45]1[cH:46][c:47]([NH2:53])[cH:48][n:49][c:50]1[O:51][CH3:52].[Na+:63].[O:64]1[CH2:65][CH2:66][CH2:67][CH2:68]1>>[CH3:1][O:2][c:3]1[cH:4][cH:5][c:6]([CH2:7][N:8]([c:9]2[n:10][c:11](-[c:16]3[cH:17][c:18]([C:23]([C:24](=[O:25])[O:26][C:27]([CH3:28])([CH3:29])[CH3:30])([CH3:31])[CH3:32])[cH:19][n:20][c:21]3[NH:53][c:47]3[cH:46][c:45]([F:44])[c:50]([O:51][CH3:52])[n:49][cH:48]3)[n:12][c:13]([CH3:15])[n:14]2)[CH2:33][c:34]2[cH:35][cH:36][c:37]([O:40][CH3:41])[cH:38][cH:39]2)[cH:42][cH:43]1.